Dataset: the Open Reaction Database (ORD), a public repository of structured organic reaction records. Task: describe an organic reaction: reactants, conditions, products, and yield Reactants: C(CCC)[Li] (n-butyllithium), FC=1C=NC=C(C1)F (3,5-difluoropyridine), ClC1=CN=C(C2=CC(=CC=C12)C(=O)OC)OS(=O)(=O)C(F)(F)F (Methyl 4-chloro-1-{[(trifluoromethyl)sulfonyl]oxy}isoquinoline-7-carboxylate). Reagents/catalysts: [Cl-].[Zn+2].[Cl-] (zinc chloride), C=1C=CC(=CC1)[P](C=2C=CC=CC2)(C=3C=CC=CC3)[Pd]([P](C=4C=CC=CC4)(C=5C=CC=CC5)C=6C=CC=CC6)([P](C=7C=CC=CC7)(C=8C=CC=CC8)C=9C=CC=CC9)[P](C=1C=CC=CC1)(C=1C=CC=CC1)C=1C=CC=CC1 (tetrakis(triphenylphosphine)palladium). The solvent is C1CCOC1 (THF). Run at time 1 hour. The product is ClC1=CN=C(C2=CC(=CC=C12)C(=O)OC)C1=C(C=NC=C1F)F (methyl 4-chloro-1-(3,5-difluoropyridin-4-yl)isoquinoline-7-carboxylate). The yield is 20.8%. RXN SMILES: C([Li])CCC.[F:6][C:7]1[CH:8]=[N:9][CH:10]=[C:11]([F:13])[CH:12]=1.[Cl:14][C:15]1[C:24]2[C:19](=[CH:20][C:21]([C:25]([O:27][CH3:28])=[O:26])=[CH:22][CH:23]=2)[C:18](OS(C(F)(F)F)(=O)=O)=[N:17][CH:16]=1>[Cl-].[Zn+2].[Cl-].C1C=CC([P]([Pd]([P](C2C=CC=CC=2)(C2C=CC=CC=2)C2C=CC=CC=2)([P](C2C=CC=CC=2)(C2C=CC=CC=2)C2C=CC=CC=2)[P](C2C=CC=CC=2)(C2C=CC=CC=2)C2C=CC=CC=2)(C2C=CC=CC=2)C2C=CC=CC=2)=CC=1.C1COCC1>[Cl:14][C:15]1[C:24]2[C:19](=[CH:20][C:21]([C:25]([O:27][CH3:28])=[O:26])=[CH:22][CH:23]=2)[C:18]([C:12]2[C:11]([F:13])=[CH:10][N:9]=[CH:8][C:7]=2[F:6])=[N:17][CH:16]=1 |f:3.4.5,^1:43,45,64,83|. Procedure details: Under argon gas atmosphere, n-butyllithium (1.6 M THF solution, 0.7 mL) was added dropwise to a mixture of 3,5-difluoropyridine (123 mg) and THF (3 mL) at −78° C., followed by stirring at the same temperature for one hour. Then, zinc chloride (146 mg) was added, and stirred for an additional hour. Methyl 4-chloro-1-{[(trifluoromethyl)sulfonyl]oxy}isoquinoline-7-carboxylate (330 mg) and tetrakis(triphenylphosphine)palladium (206 mg) were added thereto, followed by heating under stirring in an oil... Starting materials: ClC1=C(C=C(C=2N=C(NC21)C(F)F)[N+](=O)[O-])C#N (4-Chloro-7-nitro-5-cyano-2-difluoromethylbenzimidazole), [Na] (sodium), C1(CCCC1)S (cyclopentanethiol). Product: C1(CCCC1)SC1=C(C=C(C=2N=C(NC21)C(F)F)[N+](=O)[O-])C#N (4-cyclopentylthio-7-nitro-5-cyano-2-difluoromethylbenzimidazole). As a reaction SMILES: Cl[C:2]1[C:10]2[NH:9][C:8]([CH:11]([F:13])[F:12])=[N:7][C:6]=2[C:5]([N+:14]([O-:16])=[O:15])=[CH:4][C:3]=1[C:17]#[N:18].[Na].[CH:20]1([SH:25])[CH2:24][CH2:23][CH2:22][CH2:21]1>>[CH:20]1([S:25][C:2]2[C:10]3[NH:9][C:8]([CH:11]([F:13])[F:12])=[N:7][C:6]=3[C:5]([N+:14]([O-:16])=[O:15])=[CH:4][C:3]=2[C:17]#[N:18])[CH2:24][CH2:23][CH2:22][CH2:21]1 |^1:18|. Reported procedure: 4-Chloro-7-nitro-5-cyano-2-difluoromethylbenzimidazole is reacted with the sodium salt of cyclopentanethiol to obtain 4-cyclopentylthio-7-nitro-5-cyano-2-difluoromethylbenzimidazole, m.w., 338.3. The reactants are ClCCl, CN=C=O, CCCCCC, CN(C)c1ccncc1, Nc1n[nH]c(-c2ccncc2)c1-c1ccc(F)cc1, OO. The product is CNC(=O)Nc1n[nH]c(-c2ccncc2)c1-c1ccc(F)cc1. RXN SMILES: [CH2:41]([Cl:42])[Cl:43].[CH3:22][N:23]=[C:24]=[O:25].[CH3:26][CH2:27][CH2:28][CH2:29][CH2:30][CH3:31].[CH3:32][N:33]([CH3:34])[c:35]1[cH:36][cH:37][n:38][cH:39][cH:40]1.[F:1][c:2]1[cH:3][cH:4][c:5](-[c:8]2[c:9]([NH2:19])[n:10][nH:11][c:12]2-[c:13]2[cH:14][cH:15][n:16][cH:17][cH:18]2)[cH:6][cH:7]1.[OH:20][OH:21]>>[F:1][c:2]1[cH:3][cH:4][c:5](-[c:8]2[c:9]([NH:19][C:24]([NH:23][CH3:22])=[O:25])[n:10][nH:11][c:12]2-[c:13]2[cH:14][cH:15][n:16][cH:17][cH:18]2)[cH:6][cH:7]1. Reactants: FC1=CC=C(CN2N=CN(C2=O)C=2SC(=C(N2)C)C(=O)O)C=C1 (2-(1-(4-fluorobenzyl)-5-oxo-1H-1,2,4-triazol-4(5H)-yl)-4-methylthiazole-5-carboxylic acid), FC=1C=C(CN2C(N(CC2)C=2SC(=C(N2)C)C(=O)O)=O)C=CC1F (2-(3-(3,4-difluorobenzyl)-2-oxoimidazolidin-1-yl)-4-methylthiazole-5-carboxylic acid). Product: FC=1C=C(CN2C(N(CC2)C=2SC(=C(N2)C)C(=O)N)=O)C=CC1F (2-(3-(3,4-difluorobenzyl)-2-oxoimidazolidin-1-yl)-4-methylthiazole-5-carboxamide). RXN SMILES: FC1C=CC(C[N:7]2C(=O)N(C3SC(C(O)=O)=C(C)N=3)C=N2)=CC=1.[F:24][C:25]1[CH:26]=[C:27]([CH:44]=[CH:45][C:46]=1[F:47])[CH2:28][N:29]1[CH2:33][CH2:32][N:31]([C:34]2[S:35][C:36]([C:40](O)=[O:41])=[C:37]([CH3:39])[N:38]=2)[C:30]1=[O:43]>>[F:24][C:25]1[CH:26]=[C:27]([CH:44]=[CH:45][C:46]=1[F:47])[CH2:28][N:29]1[CH2:33][CH2:32][N:31]([C:34]2[S:35][C:36]([C:40]([NH2:7])=[O:41])=[C:37]([CH3:39])[N:38]=2)[C:30]1=[O:43]. Procedure details: Following the procedure as described in Example 1, making variations as required to replace 2-(1-(4-fluorobenzyl)-5-oxo-1H-1,2,4-triazol-4(5H)-yl)-4-methylthiazole-5-carboxylic acid with 2-(3-(3,4-difluorobenzyl)-2-oxoimidazolidin-1-yl)-4-methylthiazole-5-carboxylic acid, the title compound was obtained as a colorless solid: mp 221-223° C.; 1H NMR (300 MHz, DMSO-d6) δ 7.47-7.37 (m, 4H), 7.20-7.15 (m, 1H), 4.43 (s, 2H), 4.03-3.98 (m, 2H), 3.50-3.45 (m, 2H), 2.46 (s, 3H); MS (ES+) m/z 352.7 (M+1). The reactants are C(CCC)OC1=NC(=C2N=C(N(C2=N1)CCCC1NCCCC1)OC)N (2-(Butyloxy)-8-(methyloxy)-9-[3-(2-piperidinyl)propyl]-9H-purin-6-amine), CCN(C(C)C)C(C)C (DIPEA), ICC (1-iodoethane), C(C)#N (acetonitrile), CCN(C(C)C)C(C)C (DIPEA). Solvent: CN(C)C=O (DMF), CO (MeOH), CS(=O)C (DMSO). Reaction conditions: temperature 50 celsius, time 4 hour. Yields the product NC1=C2NC(N(C2=NC(=N1)OCCCC)CCCC1N(CCCC1)CC)=O (6-Amino-2-(butyloxy)-9-[3-(1-ethyl-2-piperidinyl)propyl]-7,9-dihydro-8H-purin-8-one). Yield: 6.9%. Reaction SMILES: [CH2:1]([O:5][C:6]1[N:14]=[C:13]2[C:9]([N:10]=[C:11]([O:24]C)[N:12]2[CH2:15][CH2:16][CH2:17][CH:18]2[CH2:23][CH2:22][CH2:21][CH2:20][NH:19]2)=[C:8]([NH2:26])[N:7]=1)[CH2:2][CH2:3][CH3:4].[CH3:27][CH2:28]N(C(C)C)C(C)C.ICC.C(#N)C>CN(C=O)C.CO.CS(C)=O>[NH2:26][C:8]1[N:7]=[C:6]([O:5][CH2:1][CH2:2][CH2:3][CH3:4])[N:14]=[C:13]2[C:9]=1[NH:10][C:11](=[O:24])[N:12]2[CH2:15][CH2:16][CH2:17][CH:18]1[CH2:23][CH2:22][CH2:21][CH2:20][N:19]1[CH2:27][CH3:28]. Procedure: A portion of this solution (0.12 ml, equivalent to 0.12 mmol) was added to a test tube. 2-(Butyloxy)-8-(methyloxy)-9-[3-(2-piperidinyl)propyl]-9H-purin-6-amine (435 mg, 1.2 mmol) was dissolved in DMF (6.0 ml) and an aliquot (0.5 ml, 0.1 mmole) dispensed to the tube. DIPEA (40 μL, 0.23 mmol) was added, and heated to 50° C. for 18 hours. An additional aliquot of 1-iodoethane in acetonitrile (80 uL, 0.08 mmol) (total added 0.2 mmol) and DIPEA (40 uL, 0.23 mmol) was added and continued stirring with... Starting materials: O=C1c2ccccc2C(=O)N1C1(C(=O)Cl)CCCCC1, N, C1CCOC1. Yields the product NC(=O)C1(N2C(=O)c3ccccc3C2=O)CCCCC1. RXN SMILES: [C:1]1(=[O:20])[c:2]2[c:3]([cH:16][cH:17][cH:18][cH:19]2)[C:4](=[O:15])[N:5]1[C:6]1([C:12](=[O:13])[Cl:14])[CH2:7][CH2:8][CH2:9][CH2:10][CH2:11]1.[NH3:21].[O:22]1[CH2:23][CH2:24][CH2:25][CH2:26]1>>[C:1]1(=[O:20])[c:2]2[c:3]([cH:16][cH:17][cH:18][cH:19]2)[C:4](=[O:15])[N:5]1[C:6]1([C:12](=[O:13])[NH2:21])[CH2:7][CH2:8][CH2:9][CH2:10][CH2:11]1. Reactants: C1CCOC1, C[S+](C)(C)=O, [Cl-], [H-], [Na+], O, Cc1cccc(C=O)c1O. Yields the product Cc1cccc2c1OCC2O. RXN SMILES: [CH2:20]1[O:21][CH2:22][CH2:23][CH2:24]1.[CH3:2][S+:3]([CH3:4])([CH3:5])=[O:6].[Cl-:1].[H-:7].[Na+:8].[OH2:19].[OH:9][c:10]1[c:11]([CH:12]=[O:13])[cH:14][cH:15][cH:16][c:17]1[CH3:18]>>[CH2:2]1[O:9][c:10]2[c:11]([cH:14][cH:15][cH:16][c:17]2[CH3:18])[CH:12]1[OH:13].